From a dataset of the Open Reaction Database (ORD), a public repository of structured organic reaction records. describe an organic reaction: reactants, conditions, products, and yield Reactants: C[Al](C)C (trimethyl aluminium), FC1=CC=C(CN)C=C1 (4-fluorobenzylamine), C(C)OC(=O)C=1C(=NC2=CC(=CC=C2C1C)OC(F)(F)F)SCC (2-ethylsulfanyl-4-methyl-7-(trifluoromethyloxy)-quinoline-3-carboxylic acid ethyl ester), CCCCCC.C(Cl)Cl (hexane DCM). Solvent: C1(=CC=CC=C1)C (toluene), Cl (hydrochloric acid). Conditions: temperature 90 celsius. The product is C(C)SC1=NC2=CC(=CC=C2C(=C1C(=O)NCC1=CC=C(C=C1)F)C)OC(F)(F)F (2-ethylsulfanyl-N-[(4-fluorophenyl)-methyl]-4-methyl-7-(trifluoromethyloxy)-quinoline-3-carboxamide). Yield: 60.7%. As a reaction SMILES: C[Al](C)C.[F:5][C:6]1[CH:13]=[CH:12][C:9]([CH2:10][NH2:11])=[CH:8][CH:7]=1.C([O:16][C:17]([C:19]1[C:20]([S:35][CH2:36][CH3:37])=[N:21][C:22]2[C:27]([C:28]=1[CH3:29])=[CH:26][CH:25]=[C:24]([O:30][C:31]([F:34])([F:33])[F:32])[CH:23]=2)=O)C.CCCCCC.C(Cl)Cl>C1(C)C=CC=CC=1.Cl>[CH2:36]([S:35][C:20]1[C:19]([C:17]([NH:11][CH2:10][C:9]2[CH:12]=[CH:13][C:6]([F:5])=[CH:7][CH:8]=2)=[O:16])=[C:28]([CH3:29])[C:27]2[C:22](=[CH:23][C:24]([O:30][C:31]([F:34])([F:32])[F:33])=[CH:25][CH:26]=2)[N:21]=1)[CH3:37] |f:3.4|. Procedure: 1.12 ml (2.24 mmol, 2M in toluene)trimethyl aluminium and 260 μl (2.24 mmol) 4-fluorobenzylamine were added in succession to a solution of 200 mg (0.56 mmol) 2-ethylsulfanyl-4-methyl-7-(trifluoromethyloxy)-quinoline-3-carboxylic acid ethyl ester (VVV25) in toluene (7 ml) and the mixture was then heated for 3 h at 90° C. Then it was diluted with 0.5M hydrochloric acid and extracted with EE. The organic phase was washed with water and brine, dried over Na2SO4, filtered and concentrated to small vo... The reactants are COC1=C2CCC(C(C2=CC=C1)C)=O (5-methoxy-1-methyl-2-tetralone), C(C)(=O)O (acetic acid), C1(CC1)CN (cyclopropylmethylamine). Run in C(C)O (ethanol). Run at temperature 80 celsius. The product is COC1=C2CC[C@@H]([C@@H](C2=CC=C1)C)NCC1CC1 (cis-5-Methoxy-1-methyl-2-(N-cyclopropylmethylamino)tetralin). RXN SMILES: [CH3:1][O:2][C:3]1[CH:12]=[CH:11][CH:10]=[C:9]2[C:4]=1[CH2:5][CH2:6][C:7](=O)[CH:8]2[CH3:13].C(O)(=O)C.[CH:19]1([CH2:22][NH2:23])[CH2:21][CH2:20]1>C(O)C>[CH3:1][O:2][C:3]1[CH:12]=[CH:11][CH:10]=[C:9]2[C:4]=1[CH2:5][CH2:6][C@H:7]([NH:23][CH2:22][CH:19]1[CH2:21][CH2:20]1)[C@@H:8]2[CH3:13]. Reported procedure: To a solution of 5-methoxy-1-methyl-2-tetralone (2.0 g) in absolute ethanol (50 ml) are added acetic acid (1.9 g), cyclopropylmethylamine (2.0 g) and 4 Å molecular sieves. The mixture is heated in a closed flask at 80° C. for one hour. The molecular sieves are filtered off and the solution is hydrogenated (PtO2) at atmospheric pressure. The catalyst is filtered off (Celite) and the volatiles are evaporated. Dilute hydrochloric acid (50 ml) is added to the solid residue. The resulting acidic solu... Starting materials: C(CCCCCCCCCCCCCCCCC)S (stearylmercaptan), BrC(C(=O)CC(=O)OCC)(C)C (ethyl (2-bromo-2-methylpropionyl)acetate), [H-].[Na+] (sodium hydride). The solvent is C1=CC=CC=C1 (benzene), C1=CC=CC=C1 (benzene). The product is C(CCCCCCCCCCCCCCCCC)SC(C(=O)CC(=O)OCC)(C)C (Ethyl (2-n-Octadecylthio-2-methylpropionyl)acetate). Yield: 73.3%. Reaction SMILES: [CH2:1]([SH:19])[CH2:2][CH2:3][CH2:4][CH2:5][CH2:6][CH2:7][CH2:8][CH2:9][CH2:10][CH2:11][CH2:12][CH2:13][CH2:14][CH2:15][CH2:16][CH2:17][CH3:18].[H-].[Na+].Br[C:23]([CH3:33])([CH3:32])[C:24]([CH2:26][C:27]([O:29][CH2:30][CH3:31])=[O:28])=[O:25]>C1C=CC=CC=1>[CH2:1]([S:19][C:23]([CH3:32])([CH3:33])[C:24]([CH2:26][C:27]([O:29][CH2:30][CH3:31])=[O:28])=[O:25])[CH2:2][CH2:3][CH2:4][CH2:5][CH2:6][CH2:7][CH2:8][CH2:9][CH2:10][CH2:11][CH2:12][CH2:13][CH2:14][CH2:15][CH2:16][CH2:17][CH3:18] |f:1.2|. Procedure: A mixture of 14.3 g of stearylmercaptan and 200 ml of anhydrous benzene was heated with stirring, to which 1.2 g of sodium hydride was gradually added. To the reaction slurry in an ice bath, a solution containing 13.2 g of ethyl (2-bromo-2-methylpropionyl)acetate and 20 ml of anhydrous benzene was gradually added with stirring. After the completion of the addition, the reaction mixture was removed from the ice bath and stirred for three hours. The reaction mixture was then poured into ice water ... The reactants are CI (methyl iodide), CC(CC[C@]1(C(C(=C(C2=CC=CC=C12)O)C1=NS(C2=C(N1)SC=C2CNS(=O)(=O)C)(=O)=O)=O)C)(C)C (N-({3-[(4R)-4-(3,3-dimethylbutyl)-1-hydroxy-4-methyl-3-oxo-3,4-dihydronaphthalen-2-yl]-1,1-dioxido-4H-thieno[2,3-e][1,2,4]thiadiazin-7-yl}methyl)methanesulfonamide), [H-].[Na+] (sodium hydride), CI (methyl iodide), Cl (HCl). The solvent is O (water), C(C)(=O)OCC (ethyl acetate), CN(C=O)C (N,N-dimethyl formamide). Run at temperature 0 celsius, time 1 hour. Yields the product CC(CC[C@]1(C(C(=C(C2=CC=CC=C12)O)C1=NS(C2=C(N1)SC=C2CN(S(=O)(=O)C)C)(=O)=O)=O)C)(C)C (N-({3-[(4R)-4-(3,3-dimethylbutyl)-1-hydroxy-4-methyl-3-oxo-3,4-dihydronaphthalen-2-yl]-1,1-dioxido-4H-thieno[2,3-e][1,2,4]thiadiazin-7-yl}methyl)-N-methylmethanesulfonamide). The yield is 60.6%. Reaction SMILES: [CH3:1][C:2]([CH3:36])([CH3:35])[CH2:3][CH2:4][C@:5]1([CH3:34])[C:14]2[C:9](=[CH:10][CH:11]=[CH:12][CH:13]=2)[C:8]([OH:15])=[C:7]([C:16]2[NH:21][C:20]3[S:22][CH:23]=[C:24]([CH2:25][NH:26][S:27]([CH3:30])(=[O:29])=[O:28])[C:19]=3[S:18](=[O:32])(=[O:31])[N:17]=2)[C:6]1=[O:33].[H-].[Na+].[CH3:39]I.Cl>CN(C)C=O.O.C(OCC)(=O)C>[CH3:1][C:2]([CH3:36])([CH3:35])[CH2:3][CH2:4][C@:5]1([CH3:34])[C:14]2[C:9](=[CH:10][CH:11]=[CH:12][CH:13]=2)[C:8]([OH:15])=[C:7]([C:16]2[NH:21][C:20]3[S:22][CH:23]=[C:24]([CH2:25][N:26]([CH3:39])[S:27]([CH3:30])(=[O:29])=[O:28])[C:19]=3[S:18](=[O:32])(=[O:31])[N:17]=2)[C:6]1=[O:33] |f:1.2|. Procedure: A solution of Example 187 (124 mg, 0.22 mmol) in 2 mL of N,N-dimethyl formamide was cooled to 0° C., treated with sodium hydride (24 mg, 60% in oil, 0.5 mmol), stirred at 0° C. for 1 h, stirred at room temp for 30 min, treated with methyl iodide (9 μL, 0.14 mmol), stirred for 2 h, treated with methyl iodide (7 μL, 0.11 mmol), and stirred at room temp over night. The mixture was diluted with water and ethyl acetate, treated with 1N HCl, and extracted with ethyl acetate. The organic phase was wash... Reactants: COC1=C(C=CC=C1)N1CCN(CC1)CCCNC(=O)OCC1=CC=CC=C1 (benzyl 3-[4-(2-methoxyphenyl)piperazin-1-yl]propylamino-formate). The reagents and catalysts are [Pd] (palladium on carbon). Reaction conditions: time 80 minute. Product: COC1=C(C=CC=C1)N1CCN(CC1)CCCN (3-[4-(2-methoxyphenyl)piperazin-1-yl]propylamine). Isolated yield 92.8%. Reaction SMILES: [CH3:1][O:2][C:3]1[CH:8]=[CH:7][CH:6]=[CH:5][C:4]=1[N:9]1[CH2:14][CH2:13][N:12]([CH2:15][CH2:16][CH2:17][NH:18]C(OCC2C=CC=CC=2)=O)[CH2:11][CH2:10]1>[Pd]>[CH3:1][O:2][C:3]1[CH:8]=[CH:7][CH:6]=[CH:5][C:4]=1[N:9]1[CH2:10][CH2:11][N:12]([CH2:15][CH2:16][CH2:17][NH2:18])[CH2:13][CH2:14]1. Reported procedure: A mixture of benzyl 3-[4-(2-methoxyphenyl)piperazin-1-yl]propylamino-formate (384.4 g, I mol) and 10% palladium on carbon (38.4 g) in 3.5L of nitrogen-purged ethanol was hydrogenated at atmospheric pressure for 80 minutes while cooled such that the reaction temperature remained below 30° C. The mixture was filtered and the filtrate was concentrated under reduced pressure to give 3-[4-(2-methoxyphenyl)piperazin-1-yl]propylamine (230.8 g, 0.93 mol) as an oil. Starting materials: C(C)C1(OC(=CC1=O)C1=CC=C(C=C1)S(=O)C)C (2-ethyl-2-methyl-5-{4-(methylsulfinyl)phenyl}-3(2H)-furanone), FC(C(=O)OI(OC(C(F)(F)F)=O)C1=CC=CC=C1)(F)F ([bis(trifluoroacetoxy)iodo]benzene), II (iodine), S(=S)(=O)([O-])[O-].[Na+].[Na+] (sodium thiosulfate), II (iodine). The solvent is C(Cl)(Cl)(Cl)Cl (carbon tetrachloride), C(Cl)(Cl)Cl (chloroform). Run at time 6 hour. Yields the product C(C)C1(OC(=C(C1=O)I)C1=CC=C(C=C1)S(=O)C)C (2-ethyl-4-iodo-2-methyl-5-{4-(methylsulfinyl)phenyl}-3(2H)-furanone). The yield is 162.1%. RXN SMILES: [CH2:1]([C:3]1([CH3:18])[C:7](=[O:8])[CH:6]=[C:5]([C:9]2[CH:14]=[CH:13][C:12]([S:15]([CH3:17])=[O:16])=[CH:11][CH:10]=2)[O:4]1)[CH3:2].FC(F)(F)C(O[I:24](C1C=CC=CC=1)OC(=O)C(F)(F)F)=O.II.S([O-])([O-])(=O)=S.[Na+].[Na+]>C(Cl)(Cl)(Cl)Cl.C(Cl)(Cl)Cl>[CH2:1]([C:3]1([CH3:18])[C:7](=[O:8])[C:6]([I:24])=[C:5]([C:9]2[CH:14]=[CH:13][C:12]([S:15]([CH3:17])=[O:16])=[CH:11][CH:10]=2)[O:4]1)[CH3:2] |f:3.4.5|. Procedure: 8.2 g of 2-ethyl-2-methyl-5-{4-(methylsulfinyl)phenyl}-3(2H)-furanone in 200 ml carbon tetrachloride and 200 ml chloroform was mixed with 6.8 g of [bis(trifluoroacetoxy)iodo]benzene (BTI) and 4.1 g of iodine. The mixture was stirred at room temperature for 6 hours, followed by quenching the reaction by adding saturated aqueous sodium thiosulfate until the characteristic color of iodine disappeared. The quenched solution was extracted with 300 ml water and dichloromethane (200 ml×3). The organic ...